Dataset: the Open Reaction Database (ORD), a public repository of structured organic reaction records. Task: describe an organic reaction: reactants, conditions, products, and yield Starting materials: BrC1=CC=C(C=N1)CN1N=C(C(C2=CC=CC(=C12)Cl)=O)C(=O)OCC (Ethyl 1-[(6-bromopyridin-3-yl)methyl]-8-chloro-4-oxo-1,4-dihydrocinnoline-3-carboxylate), CC1=CC=C(C=N1)B(O)O ((6-methylpyridin-3-yl)boronic acid), C([O-])([O-])=O.[Cs+].[Cs+] (cesium carbonate). Reagents/catalysts: C1(=CC=CC=C1)P(C1=CC=CC=C1)[C-]1C=CC=C1.[C-]1(C=CC=C1)P(C1=CC=CC=C1)C1=CC=CC=C1.[Fe+2] (bis(diphenylphosphino)ferrocene), C(C)(=O)[O-].[Pd+2].C(C)(=O)[O-] (palladium(II) acetate), [Cu]Cl (copper(I) chloride). The solvent is O (water), CN(C=O)C (N,N-dimethylformamide). Conditions: time 15 minute. The product is ClC=1C=CC=C2C(C(=NN(C12)CC=1C=CC(=NC1)C=1C=NC(=CC1)C)C(=O)OCC)=O (ethyl 8-chloro-1-[(6′-methyl-2,3′-bipyridin-5-yl)methyl]-4-oxo-1,4-dihydrocinnoline-3-carboxylate). RXN SMILES: Br[C:2]1[N:7]=[CH:6][C:5]([CH2:8][N:9]2[C:18]3[C:13](=[CH:14][CH:15]=[CH:16][C:17]=3[Cl:19])[C:12](=[O:20])[C:11]([C:21]([O:23][CH2:24][CH3:25])=[O:22])=[N:10]2)=[CH:4][CH:3]=1.[CH3:26][C:27]1[N:32]=[CH:31][C:30](B(O)O)=[CH:29][CH:28]=1.C(=O)([O-])[O-].[Cs+].[Cs+]>CN(C)C=O.O.[Cu]Cl.C([O-])(=O)C.[Pd+2].C([O-])(=O)C.C1(P([C-]2C=CC=C2)C2C=CC=CC=2)C=CC=CC=1.[C-]1(P(C2C=CC=CC=2)C2C=CC=CC=2)C=CC=C1.[Fe+2]>[Cl:19][C:17]1[CH:16]=[CH:15][CH:14]=[C:13]2[C:18]=1[N:9]([CH2:8][C:5]1[CH:4]=[CH:3][C:2]([C:30]3[CH:31]=[N:32][C:27]([CH3:26])=[CH:28][CH:29]=3)=[N:7][CH:6]=1)[N:10]=[C:11]([C:21]([O:23][CH2:24][CH3:25])=[O:22])[C:12]2=[O:20] |f:2.3.4,8.9.10,11.12.13|. Procedure details: Ethyl 1-[(6-bromopyridin-3-yl)methyl]-8-chloro-4-oxo-1,4-dihydrocinnoline-3-carboxylate (0.21 g, 0.49 mmol) was combined with (6-methylpyridin-3-yl)boronic acid (0.19 g, 1.2 mmol, 2.5 equiv), copper(I) chloride (48 mg, 0.49 mmol, 1 equiv), cesium carbonate (0.32 g, 0.97 mmol, 2 equiv), palladium(II) acetate (11 mg, 0.049 mmol, 0.1 equiv), and bis(diphenylphosphino)ferrocene (27 mg, 0.049 mmol, 0.1 equiv) in degassed N,N-dimethylformamide (3 mL). The mixture was placed into an oil bath preheated ... The reactants are COC1CC(CN(C1)CCN1C2=C(N=CC1=O)C=CC(=N2)OC)CN2C(C1=CC=CC=C1C2=O)=O (2-[((3RS,5SR)-5-(methyloxy) 1-{2-[6-(methyloxy)-3-oxopyrido[2,3-b]pyrazin-4(3H)-yl]ethyl}-3-piperidinyl)methyl]-1H-isoindole-1,3(2H)-dione), NN (hydrazine). Solvent: CCO (EtOH). Conditions: temperature 40 celsius, time 24 hour. Yields the product NC[C@@H]1CN(C[C@@H](C1)OC)CCN1C2=C(N=CC1=O)C=CC(=N2)OC (cis-4-{2-[(3RS,5SR)-3-(Aminomethyl)-5-(methyloxy)-1-piperidinyl]ethyl}-6-(methyloxy)pyrido[2,3-b]pyrazin-3(4H)-one). The yield is 77.6%. Reaction SMILES: [CH3:1][O:2][CH:3]1[CH2:8][N:7]([CH2:9][CH2:10][N:11]2[C:16](=[O:17])[CH:15]=[N:14][C:13]3[CH:18]=[CH:19][C:20]([O:22][CH3:23])=[N:21][C:12]2=3)[CH2:6][CH:5]([CH2:24][N:25]2C(=O)C3C(=CC=CC=3)C2=O)[CH2:4]1.NN>CCO>[NH2:25][CH2:24][C@H:5]1[CH2:4][C@@H:3]([O:2][CH3:1])[CH2:8][N:7]([CH2:9][CH2:10][N:11]2[C:16](=[O:17])[CH:15]=[N:14][C:13]3[CH:18]=[CH:19][C:20]([O:22][CH3:23])=[N:21][C:12]2=3)[CH2:6]1. Reported procedure: To 2-[((3RS,5SR)-5-(methyloxy) 1-{2-[6-(methyloxy)-3-oxopyrido[2,3-b]pyrazin-4(3H)-yl]ethyl}-3-piperidinyl)methyl]-1H-isoindole-1,3(2H)-dione (110 mg, 0.23 mmol) in EtOH (5 mL) was added anhydrous hydrazine (0.5 mL, 15.0 mmol). The reaction was warmed to 40° C. and allowed to stir under nitrogen for 24 h. The reaction was filtered through a pad of Celite® and the filtrate was partitioned between EtOAc (50 mL) and water (10 mL). The aqueous layer was further extracted with EtOAc (2×25 mL), and th... The reactants are ClC1=CC=C(S1)C=1NC(OC1CCCC(=O)OCC)=O (ethyl 4-[4-(5-chloro-2-thienyl)-2-oxo-4-oxazolin-5-yl]butanoate), P(=O)(Cl)(Cl)Cl (phosphorus oxychloride), ice water. Solvent: N1=CC=CC=C1 (pyridine). Run at temperature 125 celsius, time 45 minute. The product is ClC=1OC(=C(N1)C=1SC(=CC1)Cl)CCCC(=O)OCC (ethyl 2-chloro-4-(5-chloro-2-thienyl)-5-oxazolebutanoate), oil. Yield: 48.0%. As a reaction SMILES: [Cl:1][C:2]1[S:6][C:5]([C:7]2[NH:8][C:9](=O)[O:10][C:11]=2[CH2:12][CH2:13][CH2:14][C:15]([O:17][CH2:18][CH3:19])=[O:16])=[CH:4][CH:3]=1.P(Cl)(Cl)([Cl:23])=O>N1C=CC=CC=1>[Cl:23][C:9]1[O:10][C:11]([CH2:12][CH2:13][CH2:14][C:15]([O:17][CH2:18][CH3:19])=[O:16])=[C:7]([C:5]2[S:6][C:2]([Cl:1])=[CH:3][CH:4]=2)[N:8]=1. Procedure details: A mixture of ethyl 4-[4-(5-chloro-2-thienyl)-2-oxo-4-oxazolin-5-yl]butanoate (12.5 g), phosphorus oxychloride (24.5 g) and pyridine (3.16 g) was heated to 120-130° C. and stirred for 45 minutes. There action mixture was poured into ice-water (200 ml) and extracted with ethyl acetate (150 ml×2). The organic layer was washed in sequence with a 10% aqueous solution of sodium hydrogen carbonate (100 ml) and a saturated aqueous solution of sodium chloride (100 ml) and dried over anhydrous magnesium s... The reactants are COc1ccc(P2(=S)SP(=S)(c3ccc(OC)cc3)S2)cc1, CC(=O)NCC1CN(c2ccc(C3CCS(=O)(=O)NC3)c(F)c2)C(=O)O1, C1COCCO1. Yields the product CC(=S)NCC1CN(c2ccc(C3CCS(=O)(=O)NC3)c(F)c2)C(=O)O1. RXN SMILES: [CH3:27][O:28][c:29]1[cH:30][cH:31][c:32]([P:33]2(=[S:36])[S:34][P:35]([c:37]3[cH:38][cH:39][c:40]([O:41][CH3:42])[cH:43][cH:44]3)(=[S:45])[S:46]2)[cH:47][cH:48]1.[F:1][c:2]1[cH:3][c:4]([N:16]2[C:17](=[O:26])[O:18][CH:19]([CH2:21][NH:22][C:23]([CH3:24])=[O:25])[CH2:20]2)[cH:5][cH:6][c:7]1[CH:8]1[CH2:9][NH:10][S:11](=[O:14])(=[O:15])[CH2:12][CH2:13]1.[O:49]1[CH2:50][CH2:51][O:52][CH2:53][CH2:54]1>>[F:1][c:2]1[cH:3][c:4]([N:16]2[C:17](=[O:26])[O:18][CH:19]([CH2:21][NH:22][C:23]([CH3:24])=[S:36])[CH2:20]2)[cH:5][cH:6][c:7]1[CH:8]1[CH2:9][NH:10][S:11](=[O:14])(=[O:15])[CH2:12][CH2:13]1. Product: C1=NC2=C(NC(=S)N=C2N1[C@H]3[C@@H]([C@@H]([C@H](O3)CO)O)O)N (2-thioadenosine). Reactants: Cl.NC1=C(N=CN1[C@H]1[C@H](O)[C@H](O)[C@H](O1)CO)C(N)=NO (5-amino-1-β-D-ribofuranosylimidazole-4-carboxamide oxime hydrochloride), CO (methanol), N1=CC=CC=C1 (pyridine), C(=S)=S (carbon disulfide). Yield: 88.0%. Reported procedure: To 10.0 g of 5-amino-1-β-D-ribofuranosylimidazole-4-carboxamide oxime hydrochloride were added 120 ml of methanol and 120 ml of pyridine to form a solution. 60 ml of carbon disulfide was added to the solution, and the resulting mixture was allowed to react in an autoclave at 120° C for 3 hours under autogenous pressure (about 10 kg/cm2). The reaction mixture was concentrated to dryness, and the residue was dissolved in 1N aqueous ammonia. 100 ml of n-butanol and 50 ml of glacial acetic acid were... Reaction SMILES: Cl.[NH2:2][C:3]1[N:7]([C@@H:8]2[O:14][C@H:13]([CH2:15][OH:16])[C@@H:11]([OH:12])[C@H:9]2[OH:10])[CH:6]=[N:5][C:4]=1[C:17](=[N:19]O)[NH2:18].CO.N1C=CC=CC=1.[C:29](=S)=[S:30]>>[CH:6]1[N:7]([C@@H:8]2[O:14][C@H:13]([CH2:15][OH:16])[C@@H:11]([OH:12])[C@H:9]2[OH:10])[C:3]2[C:4](=[C:17]([NH2:18])[NH:19][C:29]([N:2]=2)=[S:30])[N:5]=1 |f:0.1|. Reactants: N1N=CC=C1 (pyrazole), N1=C(N=CC=C1)N1CCC(CC1)CCN (2-(1-pyrimidin-2-yl-piperidin-4-yl)ethylamine), ClC1=C(C(=O)NC2=CC(=NN2)C(=O)O)C=CC=C1 (5-(2-Chlorobenzoylamino)-1H-pyrazole-3-carboxylic acid), [B-](F)(F)(F)F.[B-](F)(F)(F)F.C1C[N+]2(CC[N+]1(CC2)CCl)F (SELECTFLUOR). Product: N1(CCC(CC1)CCNC(=O)C1=NNC(=C1F)NC(C1=C(C=CC=C1)Cl)=O)C1=CC=NC=C1 (4-fluoro-5-(2-chloro-benzoylamino)-1H-pyrazole-3-carboxylic acid [2-(3,4,5,6-tetrahydro-2H-[1,4′]bipyridin-4-yl)-ethyl]amide). RXN SMILES: N1C=CC=N1.[Cl:6][C:7]1[CH:23]=[CH:22][CH:21]=[CH:20][C:8]=1[C:9]([NH:11][C:12]1[NH:16][N:15]=[C:14]([C:17]([OH:19])=O)[CH:13]=1)=[O:10].[B-](F)(F)(F)F.[B-](F)(F)(F)[F:30].[CH2:34]1[N+]2(CCl)CC[N+:36](F)([CH2:37][CH2:38]2)[CH2:35]1.N1C=CC=N[C:46]=1[N:51]1[CH2:56][CH2:55][CH:54]([CH2:57][CH2:58][NH2:59])[CH2:53][CH2:52]1>>[N:51]1([C:46]2[CH:38]=[CH:37][N:36]=[CH:35][CH:34]=2)[CH2:52][CH2:53][CH:54]([CH2:57][CH2:58][NH:59][C:17]([C:14]2[C:13]([F:30])=[C:12]([NH:11][C:9](=[O:10])[C:8]3[CH:20]=[CH:21][CH:22]=[CH:23][C:7]=3[Cl:6])[NH:16][N:15]=2)=[O:19])[CH2:55][CH2:56]1 |f:2.3.4|. Reported procedure: The pyrazole acid, prepared using compound 23 and SELECTFLUOR™ (Aldrich, 43,947-9) using a procedure similar to that described in Katoch-Rouse, R. et al., J. Med. Chem. 2003, 46, 642, was coupled to 2-(1-pyrimidin-2-yl-piperidin-4-yl)ethylamine (prepared as described in Procedure 14) using the method of Procedure 10. Starting materials: C12N(N(C(CC1)C2)C(=O)OCC)C(=O)OCC (diethyl 2,3-diazabicyclo[2.2.1]heptane-2,3-dicarboxylate), N (ammonia), O1CCCC1 (tetrahydrofuran), [Na] (sodium), liquid, [Cl-].[NH4+] (ammonium chloride), N (ammonia). The product is C(C)N(C(O)=O)CC.[C@H]1(C[C@@H](CC1)N)N (cis-cyclopentane-1,3-diamine bis-ethylcarbamate). Reaction SMILES: [CH:1]12[CH2:7][CH:4]([CH2:5][CH2:6]1)[N:3]([C:8]([O:10]CC)=[O:9])[N:2]2C(OCC)=O.[Na].N.[Cl-].[NH4+].O1CC[CH2:24][CH2:23]1>>[CH2:23]([N:3]([CH2:4][CH3:7])[C:8](=[O:9])[OH:10])[CH3:24].[C@H:4]1([NH2:3])[CH2:5][CH2:6][C@@H:1]([NH2:2])[CH2:7]1 |f:3.4,6.7,^1:17|. Procedure details: 88.7 g of diethyl 2,3-diazabicyclo[2.2.1]heptane-2,3-dicarboxylate (prepared according to P. G. Gassman and K. T. Mansfield, Organic Synthesis 49, 1-6) are reduced with 16.8 g of sodium in 150 ml of tetrahydrofuran and 1.5 l of liquid ammonia. After the addition of 39.2 g of ammonium chloride the ammonia is evaporated and the residue is taken up with 250 ml of dichloromethane and 250 ml of 2N hydrochloric acid. The aqueous phase is separated, back-washed with two 50 ml portions of methylene chlo... Reactants: CCO, COc1ccc(CNc2cc(C#N)ccn2)cc1. Yields the product COc1ccc(CNc2cc(CN)ccn2)cc1. As a reaction SMILES: [CH3:19][CH2:20][OH:21].[CH3:1][O:2][c:3]1[cH:4][cH:5][c:6]([CH2:7][NH:8][c:9]2[cH:10][c:11]([C:12]#[N:13])[cH:14][cH:15][n:16]2)[cH:17][cH:18]1>>[CH3:1][O:2][c:3]1[cH:4][cH:5][c:6]([CH2:7][NH:8][c:9]2[cH:10][c:11]([CH2:12][NH2:13])[cH:14][cH:15][n:16]2)[cH:17][cH:18]1. Reactants: ClC=1C=C(C=2N(N1)C(=NN2)N)C(F)(F)F (6-Chloro-8-trifluoromethyl-[1,2,4]triazolo[4,3-b]pyridazin-3-ylamine), C(C)O (ethanol), O (water), [O-]CC.[Na+] (sodium ethoxide). Conditions: temperature 50 celsius, time 4 hour. The product is C(C)OC=1C=C(C=2N(N1)C(=NN2)N)C(F)(F)F (6-ethoxy-8-trifluoromethyl-[1,2,4]triazolo[4,3-b]pyridazin-3-ylamine), C(C)OC=1C=C(C=2N(N1)C(=NN2)N)C(F)(F)OCC (6-ethoxy-8-(ethoxydifluoromethyl)-[1,2,4]triazolo[4,3-b]pyridazin-3-ylamine). Reaction SMILES: Cl[C:2]1[CH:3]=[C:4]([C:12]([F:15])([F:14])[F:13])[C:5]2[N:6]([C:8]([NH2:11])=[N:9][N:10]=2)[N:7]=1.[O-:16][CH2:17][CH3:18].[Na+].O.[CH2:21]([OH:23])[CH3:22]>>[CH2:17]([O:16][C:2]1[CH:3]=[C:4]([C:12]([F:15])([F:14])[F:13])[C:5]2[N:6]([C:8]([NH2:11])=[N:9][N:10]=2)[N:7]=1)[CH3:18].[CH2:17]([O:16][C:2]1[CH:3]=[C:4]([C:12]([O:23][CH2:21][CH3:22])([F:15])[F:13])[C:5]2[N:6]([C:8]([NH2:11])=[N:9][N:10]=2)[N:7]=1)[CH3:18] |f:1.2|. Procedure details: 6-Chloro-8-trifluoromethyl-[1,2,4]triazolo[4,3-b]pyridazin-3-ylamine (W2.004; 65 mg) was initially charged in ethanol (6 ml) and admixed with sodium ethoxide (21 mg). The reaction mixture was stirred at 50° C. for 4 h. After cooling, the mixture was admixed with water and concentrated. The residue was taken up in ethyl acetate and washed with water three times. The ethyl acetate phase was dried over sodium sulfate, filtered and concentrated. The crude product was purified by means of preparative... Starting materials: CC(C)Oc1ccc(Br)cc1C=O, CCOC(C)=O, N#C[Cu], CN(C)C=O, O. Product: CC(C)Oc1ccc(C#N)cc1C=O. RXN SMILES: [Br:1][c:2]1[cH:3][cH:4][c:5]([O:10][CH:11]([CH3:12])[CH3:13])[c:6]([CH:7]=[O:8])[cH:9]1.[CH3:23][CH2:24][O:25][C:26](=[O:27])[CH3:28].[Cu:14][C:15]#[N:16].[O:17]=[CH:18][N:19]([CH3:20])[CH3:21].[OH2:22]>>[c:2]1([C:15]#[N:16])[cH:3][cH:4][c:5]([O:10][CH:11]([CH3:12])[CH3:13])[c:6]([CH:7]=[O:8])[cH:9]1.